Dataset: the Open Reaction Database (ORD), a public repository of structured organic reaction records. Task: describe an organic reaction: reactants, conditions, products, and yield Reactants: ClC(C(=O)N=C=O)(Cl)Cl (trichloroacetyl isocyanate), OCCN1CCN(CC1)C(=O)[C@H]1N(C[C@H](C1)SCC1=CC=C(C=C1)OC)C(=O)OCC1=CC=C(C=C1)[N+](=O)[O-] ((2S,4S)-2-[4-(2-hydroxyethyl)-1-piperazinylcarbonyl]-4-(4-methoxybenzylthio)-1-(4-nitrobenzyloxycarbonyl)pyrrolidine). Run in C(Cl)Cl (methylene chloride). Run at time 30 minute. Product: C(N)(=O)OCCN1CCN(CC1)C(=O)[C@H]1N(C[C@H](C1)SCC1=CC=C(C=C1)OC)C(=O)OCC1=CC=C(C=C1)[N+](=O)[O-] ((2S,4S)-2-[4-(2-Carbamoyloxyethyl)-1-piperazinylcarbonyl]-4-(4-methoxybenzylthio)-1-(4-nitrobenzyloxycarbonyl)pyrrolidine). As a reaction SMILES: ClC(Cl)(Cl)[C:3]([N:5]=C=O)=[O:4].[OH:10][CH2:11][CH2:12][N:13]1[CH2:18][CH2:17][N:16]([C:19]([C@@H:21]2[CH2:25][C@H:24]([S:26][CH2:27][C:28]3[CH:33]=[CH:32][C:31]([O:34][CH3:35])=[CH:30][CH:29]=3)[CH2:23][N:22]2[C:36]([O:38][CH2:39][C:40]2[CH:45]=[CH:44][C:43]([N+:46]([O-:48])=[O:47])=[CH:42][CH:41]=2)=[O:37])=[O:20])[CH2:15][CH2:14]1>C(Cl)Cl>[C:3]([O:10][CH2:11][CH2:12][N:13]1[CH2:14][CH2:15][N:16]([C:19]([C@@H:21]2[CH2:25][C@H:24]([S:26][CH2:27][C:28]3[CH:29]=[CH:30][C:31]([O:34][CH3:35])=[CH:32][CH:33]=3)[CH2:23][N:22]2[C:36]([O:38][CH2:39][C:40]2[CH:45]=[CH:44][C:43]([N+:46]([O-:48])=[O:47])=[CH:42][CH:41]=2)=[O:37])=[O:20])[CH2:17][CH2:18]1)(=[O:4])[NH2:5]. Procedure: 1.43 ml of trichloroacetyl isocyanate was added, whilst ice-cooling, to a solution of 5.59 g of (2S,4S)-2-[4-(2-hydroxyethyl)-1-piperazinylcarbonyl]-4-(4-methoxybenzylthio)-1-(4-nitrobenzyloxycarbonyl)pyrrolidine in 50 ml of anhydrous methylene chloride, and the resulting mixture was stirred at the same temperature for 30 minutes. At the end of this time, the solvent was removed by distillation under reduced pressure, the resulting residue was dissolved in 120 ml of methanol, and the solution wa... The reactants are CC(C)C[AlH]CC(C)C, ClCCl, Cl, CCOC(=O)C=Cc1cccc([N+](=O)[O-])c1. Product: O=[N+]([O-])c1cccc(C=CCO)c1. Reaction SMILES: [CH3:17][CH:18]([CH2:19][AlH:20][CH2:21][CH:22]([CH3:23])[CH3:24])[CH3:25].[Cl:27][CH2:28][Cl:29].[ClH:26].[N+:1](=[O:2])([O-:3])[c:4]1[cH:5][c:6]([CH:10]=[CH:11][C:12](=[O:13])[O:14][CH2:15][CH3:16])[cH:7][cH:8][cH:9]1>>[N+:1](=[O:2])([O-:3])[c:4]1[cH:5][c:6]([CH:10]=[CH:11][CH2:12][OH:13])[cH:7][cH:8][cH:9]1. Starting materials: C(C)(C)(C)OC(N[C@@H]1C(N([C@@H]([C@@H](C1)C1=CC(=CC=C1)Cl)C)CC(F)(F)F)=O)=O (tert-butyl[(3S,5S,6R)-5-(3-chlorophenyl)-6-methyl-2-oxo-1-(2,2,2-trifluoroethyl)piperidin-3-yl]carbamate). The reagents and catalysts are [OH-].[OH-].[Pd+2] (palladium hydroxide on carbon). The solvent is CO (methanol). Run at temperature 23 celsius, time 16 hour. Product: N[C@@H]1C(N([C@@H]([C@@H](C1)C1=CC=CC=C1)C)CC(F)(F)F)=O ((3S,5S,6R)-3-Amino-6-methyl-5-phenyl-1-(2,2,2-trifluoroethyl)piperidin-2-one), hydrochloride salt. As a reaction SMILES: C(OC(=O)[NH:7][C@H:8]1[CH2:13][C@@H:12]([C:14]2[CH:19]=[CH:18][CH:17]=[C:16](Cl)[CH:15]=2)[C@@H:11]([CH3:21])[N:10]([CH2:22][C:23]([F:26])([F:25])[F:24])[C:9]1=[O:27])(C)(C)C>CO.[OH-].[OH-].[Pd+2]>[NH2:7][C@H:8]1[CH2:13][C@@H:12]([C:14]2[CH:19]=[CH:18][CH:17]=[CH:16][CH:15]=2)[C@@H:11]([CH3:21])[N:10]([CH2:22][C:23]([F:24])([F:25])[F:26])[C:9]1=[O:27] |f:2.3.4|. Reported procedure: A mixture of tert-butyl[(3S,5S,6R)-5-(3-chlorophenyl)-6-methyl-2-oxo-1-(2,2,2-trifluoroethyl)piperidin-3-yl]carbamate (2.75 g, 6.53 mmol) and 20 wt. % palladium hydroxide on carbon (˜50 wt. % wet, 700 mg, 0.50 mmol) in methanol (100 mL) was stirred under a hydrogen balloon at 23° C. for 16 h. The catalyst was removed by filtration through a pad of Celite® and washed thoroughly with methanol and ethyl acetate. Following concentration of the filtrate, a solution of the residue in ethyl acetate (10... Reactants: ClC1=C(C=C(C=C1)C(F)(F)F)[N+](=O)[O-] (4-chloro-3-nitrobenzotrifluoride), [Na] (sodium), CO (methanol), CO (methanol). Reaction conditions: time 2 hour. Product: COC1=C(C=C(C=C1)C(F)(F)F)[N+](=O)[O-] (4-methoxy-3-nitrobenzotrifluoride). Reaction SMILES: Cl[C:2]1[CH:7]=[CH:6][C:5]([C:8]([F:11])([F:10])[F:9])=[CH:4][C:3]=1[N+:12]([O-:14])=[O:13].[Na].[CH3:16][OH:17]>>[CH3:16][O:17][C:2]1[CH:7]=[CH:6][C:5]([C:8]([F:11])([F:10])[F:9])=[CH:4][C:3]=1[N+:12]([O-:14])=[O:13] |^1:14|. Procedure details: 4-chloro-3-nitrobenzotrifluoride (112.8 g) in methanol (200 ml) was mixed with a solution of sodium (11.6 g) in methanol (800 ml) and stirred for 2 hours. The mixture was kept overnight and then stirred and heated under reflux for 3 hours. The solution was left overnight, filtered, and the solvent removed. The remaining oil was taken up in ether (500 ml) and washed with water. The ether solution was dried and evaporated to give 4-methoxy-3-nitrobenzotrifluoride (106 g). The reactants are FC1=C(C=C(C=C1)OC)C1=C(C=C(C=C1)CO)C=1[C@@]2(CC[C@H](C1)C2(C)C)C ((2′-Fluoro-5′-(methyloxy)-2-((1R,4R)-1,7,7-trimethylbicyclo[2.2.1]hept-2-en-2-yl)-1,1′-biphenyl-4-yl)methanol), S(=O)(Cl)Cl (thionyl chloride). Solvent: C(Cl)Cl (DCM), CN(C)C=O (DMF). Run at time 2 hour. The product is COC=1C=C(C(=CC1)F)C1=C(C=C(C=C1)CCl)C=1[C@@]2(CC[C@H](C1)C2(C)C)C (4′-(Chloromethyl)-6-fluoro-2′-((1R,4R)-1,7,7-trimethylbicyclo[2.2.1]hept-2-en-2-yl)-1,1′-biphenyl-3-yl methyl ether). Yield: 90.9%. As a reaction SMILES: [F:1][C:2]1[CH:7]=[CH:6][C:5]([O:8][CH3:9])=[CH:4][C:3]=1[C:10]1[CH:15]=[CH:14][C:13]([CH2:16]O)=[CH:12][C:11]=1[C:18]1[C@@:19]2([CH3:27])[C:24]([CH3:26])([CH3:25])[C@@H:22]([CH:23]=1)[CH2:21][CH2:20]2.S(Cl)([Cl:30])=O>C(Cl)Cl.CN(C=O)C>[CH3:9][O:8][C:5]1[CH:4]=[C:3]([C:10]2[CH:15]=[CH:14][C:13]([CH2:16][Cl:30])=[CH:12][C:11]=2[C:18]2[C@@:19]3([CH3:27])[C:24]([CH3:26])([CH3:25])[C@@H:22]([CH:23]=2)[CH2:21][CH2:20]3)[C:2]([F:1])=[CH:7][CH:6]=1. Procedure details: To a stirred solution of 66.15F (0.035 g, 0.10 mmol) in DCM (2.00 mL) and DMF (0.01 mL) at 0° C. was added thionyl chloride (0.01 g, 0.10 mmol). The reaction was then stirred at room temperature for 2 hours and was then concentrated in vacuo. The resulting product was then purified on silica gel (0-10% EtOAc in hexanes) to yield 66.15G as a colorless oil (0.035 g, 95% yield). Reactants: CO, CCOC(C)=O, CCOCC, Cl, [F-], COc1cc(O[Si](C)(C)C(C)(C)C(C)C)c2c(c1C)C(=O)OCCCCC(=O)NC(c1nc(CN)no1)CSC2, [NH4+]. The product is Cl, COc1cc(O)c2c(c1C)C(=O)OCCCCC(=O)NC(c1nc(CN)no1)CSC2. As a reaction SMILES: [CH3:44][OH:45].[CH3:46][CH2:47][O:48][C:49](=[O:50])[CH3:51].[CH3:52][CH2:53][O:54][CH2:55][CH3:56].[ClH:43].[F-:41].[NH2:1][CH2:2][c:3]1[n:4][o:5][c:6]([CH:8]2[CH2:9][S:10][CH2:11][c:12]3[c:13]([c:24]([CH3:40])[c:25]([O:38][CH3:39])[cH:26][c:27]3[O:28][Si:29]([CH3:30])([CH3:31])[C:32]([CH3:33])([CH3:34])[CH:35]([CH3:36])[CH3:37])[C:14](=[O:23])[O:15][CH2:16][CH2:17][CH2:18][CH2:19][C:20](=[O:22])[NH:21]2)[n:7]1.[NH4+:42]>>[ClH:43].[NH2:1][CH2:2][c:3]1[n:4][o:5][c:6]([CH:8]2[CH2:9][S:10][CH2:11][c:12]3[c:13]([c:24]([CH3:40])[c:25]([O:38][CH3:39])[cH:26][c:27]3[OH:28])[C:14](=[O:23])[O:15][CH2:16][CH2:17][CH2:18][CH2:19][C:20](=[O:22])[NH:21]2)[n:7]1. Starting materials: C(C#C)N(C(CN)=O)C(=O)OC (N-propargyl-N-methoxycarbonylglycinamide), aqueous solution, [OH-].[Na+] (sodium hydroxide), Cl (hydrochloric acid). Solvent: CO (methanol). Conditions: temperature 70 celsius. Yields the product C(C#C)N1C(NC(C1)=O)=O (1-propargyl-2,4-dioxoimidazolidine). As a reaction SMILES: [CH2:1]([N:4]([C:9]([O:11]C)=O)[C:5](=O)[CH2:6][NH2:7])[C:2]#[CH:3].[OH-:13].[Na+].Cl>CO>[CH2:1]([N:4]1[CH2:5][C:6](=[O:13])[NH:7][C:9]1=[O:11])[C:2]#[CH:3] |f:1.2|. Procedure: 2.0 g of N-propargyl-N-methoxycarbonylglycinamide were added to the mixture of 5 ml of methanol and 2.5 ml of 20% aqueous solution of sodium hydroxide and maintained at 70° C. for an hour. After cooled down to room temperature; the reaction mixture was neutralized with concentrated hydrochloric acid followed by concentrating and drying the same by an evaporation under reduced pressure. Then it was extracted with acetonitrile and sodium chloride was removed off from the extract by filtration. The...